From a dataset of the Open Reaction Database (ORD), a public repository of structured organic reaction records. describe an organic reaction: reactants, conditions, products, and yield The reactants are CN(C(=N)N(C)C)C (1,1,3,3-tetramethylguanidine), Cl.FC1=CC=C(C=C1)N1N=CC2=CC(=CC=C12)O[C@@H]([C@H](C)N)C1=CC=C(C=C1)SC ((1R,2S)-1-{[1-(4-fluorophenyl)-1H-indazol-5-yl]oxy}-1-[4-(methylthio)phenyl]propan-2-amine hydrochloride), FC(C(=O)OCC)(F)F (ethyl trifluoroacetate). Solvent: CO (MeOH). Reaction conditions: time 5 minute. Yields the product FC(C(=O)N[C@H]([C@@H](C1=CC=C(C=C1)SC)OC=1C=C2C=NN(C2=CC1)C1=CC=C(C=C1)F)C)(F)F (2,2,2-trifluoro-N-[(1R,2S)-1-[1-(4-fluorophenyl)indazol-5-yl]oxy-1-(4-methylsulfanylphenyl)propan-2-yl]acetamide). RXN SMILES: Cl.[F:2][C:3]1[CH:8]=[CH:7][C:6]([N:9]2[C:17]3[C:12](=[CH:13][C:14]([O:18][C@H:19]([C:23]4[CH:28]=[CH:27][C:26]([S:29][CH3:30])=[CH:25][CH:24]=4)[C@@H:20]([NH2:22])[CH3:21])=[CH:15][CH:16]=3)[CH:11]=[N:10]2)=[CH:5][CH:4]=1.CN(C)C(N(C)C)=N.[F:39][C:40]([F:47])([F:46])[C:41](OCC)=[O:42]>CO>[F:39][C:40]([F:47])([F:46])[C:41]([NH:22][C@@H:20]([CH3:21])[C@H:19]([O:18][C:14]1[CH:13]=[C:12]2[C:17](=[CH:16][CH:15]=1)[N:9]([C:6]1[CH:7]=[CH:8][C:3]([F:2])=[CH:4][CH:5]=1)[N:10]=[CH:11]2)[C:23]1[CH:24]=[CH:25][C:26]([S:29][CH3:30])=[CH:27][CH:28]=1)=[O:42] |f:0.1|. Procedure details: (1R,2S)-1-{[1-(4-Fluorophenyl)-1H-indazol-5-yl]oxy}-1-[4-(methylthio)phenyl]propan-2-amine hydrochloride (9a) (150 mg, 0.34 mmol) was dissolved in MeOH (2 mL). 1,1,3,3-tetramethylguanidine (128 μL, 1.02 mmol) was added and the mixture was stirred for 5 min, ethyl trifluoroacetate (83 μL, 0.7 mmol) was added and the reaction mixture was stirred at r.t. for 2.5 h. The reaction mixture was evaporated and the residual material was purified by semi-preparative HPLC using a Kromasil® C18 250×20 mm, 5 ... Starting materials: COC1=CC=C(CNC2=NC3=CC=C(C=C3C=C2C=CC=2C=NC=C(C2)C2=CCCCC2)Br)C=C1 (N-(4-methoxybenzyl)-6-bromo-3-(2-(5-cyclohexenylpyridin-3-yl)vinyl)quinolin-2-amine), C(=O)(C(F)(F)F)O (TFA). Solvent: CO (MeOH). Conditions: temperature 90 celsius. Product: BrC=1C=C2C=C(C(=NC2=CC1)N)C=CC=1C=NC=C(C1)C1=CCCCC1 (6-bromo-3-(2-(5-cyclohexenylpyridin-3-yl)vinyl)quinolin-2-amine). RXN SMILES: COC1C=CC(C[NH:8][C:9]2[C:18]([CH:19]=[CH:20][C:21]3[CH:22]=[N:23][CH:24]=[C:25]([C:27]4[CH2:32][CH2:31][CH2:30][CH2:29][CH:28]=4)[CH:26]=3)=[CH:17][C:16]3[C:11](=[CH:12][CH:13]=[C:14]([Br:33])[CH:15]=3)[N:10]=2)=CC=1.C(O)(C(F)(F)F)=O>CO>[Br:33][C:14]1[CH:15]=[C:16]2[C:11](=[CH:12][CH:13]=1)[N:10]=[C:9]([NH2:8])[C:18]([CH:19]=[CH:20][C:21]1[CH:22]=[N:23][CH:24]=[C:25]([C:27]3[CH2:32][CH2:31][CH2:30][CH2:29][CH:28]=3)[CH:26]=1)=[CH:17]2. Procedure details: To a suspension of 5-bromo-3-formylpyridine (1.25 g, 6.72 mmol) in EtOH/H2O (6/1, 17.8 mL) was added cyclohexenylboronic acid (1.02 g, 8.06 mmol) and potassium acetate (1.65 g, 16.8 mmol). The solution was degassed three times and dichlorobis(4-(di-tert-butylphosphino)-N,N-dimethylaniline)palladium (II) (0.084 g, 0.13 mmol) was added. The reaction was stirred at 80° C. for 18 h, and cooled to RT. The reaction mixture was concentrated, then triturated in EtOH and filtered. The filtrate was dilute... Reactants: [Br-], C1CCC(N2CCNCC2)CC1, O=C(Cl)Oc1ccc(Oc2ccc(C(F)(F)F)cc2)cc1, [K+]. Yields the product O=C(Oc1ccc(Oc2ccc(C(F)(F)F)cc2)cc1)N1CCN(C2CCCCC2)CC1, Cl. RXN SMILES: [Br-:34].[CH:22]1([N:28]2[CH2:29][CH2:30][NH:31][CH2:32][CH2:33]2)[CH2:23][CH2:24][CH2:25][CH2:26][CH2:27]1.[Cl:1][C:2](=[O:3])[O:4][c:5]1[cH:6][cH:7][c:8]([O:11][c:12]2[cH:13][cH:14][c:15]([C:18]([F:19])([F:20])[F:21])[cH:16][cH:17]2)[cH:9][cH:10]1.[K+:35]>>[C:2](=[O:3])([O:4][c:5]1[cH:6][cH:7][c:8]([O:11][c:12]2[cH:13][cH:14][c:15]([C:18]([F:19])([F:20])[F:21])[cH:16][cH:17]2)[cH:9][cH:10]1)[N:31]1[CH2:30][CH2:29][N:28]([CH:22]2[CH2:23][CH2:24][CH2:25][CH2:26][CH2:27]2)[CH2:33][CH2:32]1.[ClH:1]. The reactants are COC=1C=NC=C(C1)OC1=CC=CC=C1 (3-methoxy-5-phenoxypyridine), Cl.[NH+]1=CC=CC=C1 (pyridinium hydrochloride), [OH-].[Na+] (sodium hydroxide). Solvent: CO (methanol). Run at temperature 150 celsius. Product: O(C1=CC=CC=C1)C=1C=C(C=NC1)O (5-phenoxy-3-pyridinol). Isolated yield 54.0%. As a reaction SMILES: C[O:2][C:3]1[CH:4]=[N:5][CH:6]=[C:7]([O:9][C:10]2[CH:15]=[CH:14][CH:13]=[CH:12][CH:11]=2)[CH:8]=1.Cl.[NH+]1C=CC=CC=1.[OH-].[Na+]>CO>[O:9]([C:7]1[CH:8]=[C:3]([OH:2])[CH:4]=[N:5][CH:6]=1)[C:10]1[CH:15]=[CH:14][CH:13]=[CH:12][CH:11]=1 |f:1.2,3.4|. Procedure details: A mixture of 0.6 g (3.37 mM) of 3-methoxy-5-phenoxypyridine and 1.15 g (10 mM) of pyridinium hydrochloride is prepared. It is heated by microwaves for 40 minutes at 150° C. and then cooled, taken up with methanol and brought to pH 7 with 1 N sodium hydroxide solution. After concentration under reduced pressure, the residue obtained is purified by chromatography on silica gel using a toluene/isopropanol mixture (95/5; v/v) as the eluent to give the desired product in the form of an off-white soli... Reactants: CCn1c2ccc(C)cc2c(=O)c2c1cnn2C, CSCCl, CN(C)C=O, [H-], [Na+]. Yields the product CSCCn1c2ccc(C)cc2c(=O)c2c1cnn2C. Reaction SMILES: [CH2:3]([CH3:4])[n:5]1[c:6]2[c:7]([c:8](=[O:16])[c:9]3[cH:10][c:11]([CH3:15])[cH:12][cH:13][c:14]13)[n:17]([CH3:20])[n:18][cH:19]2.[CH3:21][S:22][CH2:23][Cl:24].[CH3:25][N:26]([CH3:27])[CH:28]=[O:29].[H-:1].[Na+:2]>>[CH2:3]([CH2:4][S:22][CH3:21])[n:5]1[c:6]2[c:7]([c:8](=[O:16])[c:9]3[cH:10][c:11]([CH3:15])[cH:12][cH:13][c:14]13)[n:17]([CH3:20])[n:18][cH:19]2. RXN SMILES: [H-].[Na+].[CH:3]1[C:12]2[C:7](=[CH:8][CH:9]=[CH:10][CH:11]=2)[CH:6]=[CH:5][C:4]=1[CH2:13][C:14]#[N:15].[CH2:16](Br)[C:17]1[CH:22]=[CH:21][CH:20]=[CH:19][CH:18]=1>COCCOC>[CH:3]1[C:12]2[C:7](=[CH:8][CH:9]=[CH:10][CH:11]=2)[CH:6]=[CH:5][C:4]=1[CH:13]([CH2:16][C:17]1[CH:22]=[CH:21][CH:20]=[CH:19][CH:18]=1)[C:14]#[N:15] |f:0.1|. Run in COCCOC (DME), COCCOC (DME). Yield: 39.9%. The reactants are [H-].[Na+] (NaH), C1=C(C=CC2=CC=CC=C12)CC#N (2-naphthaleneacetonitrile), C(C1=CC=CC=C1)Br (benzyl bromide). Procedure details: To a refluxing solution of NaH (3.00 g, 75 mmol, 60% dispersion) in DME (150 mL) was added a solution of 2-naphthaleneacetonitrile (12.5 g, 75 mmol) and benzyl bromide (12.8 g, 75 mmol) in DME (75 mL) dropwise over 50 minutes. The resulting solution was kept at reflux for 3 hours and then cooled to room temperature. The volatiles were removed in vacuo and the residue was partitioned between Et2O (100 mL) and H2O (100 mL). The aqueous phase was washed with Et2O (1×150 mL), the organics were dried... Product: C1=C(C=CC2=CC=CC=C12)C(C#N)CC1=CC=CC=C1 (2-(2-Naphthalenyl)-3-phenylpropionitrile). Starting materials: N1=C(C=CC=C1)SC=1C=C(C(=NC1)NC1=NC(=NS1)[C@@H]1OC(OC1(C)C)(C)C)OC=1C(=NN(C1C)C)C ((S)-N-(5-(pyridin-2-ylthio)-3-(1,3,5-trimethyl-1H-pyrazol-4-yloxy)pyridin-2-yl)-3-(2,2,5,5-tetramethyl-1,3-dioxolane-4-yl)-1,2,4-thiadiazol-5-amine), Cl (HCl). Run in C(C)O (ethanol). Reaction conditions: temperature 75 celsius, time 2 minute. The product is Cl.CC([C@@H](O)C1=NSC(=N1)NC1=NC=C(C=C1OC=1C(=NN(C1C)C)C)SC1=NC=CC=C1)(C)O ((S)-2-methyl-1-(5-(5-(pyridin-2-ylthio)-3-(1,3,5-trimethyl-1H-pyrazol-4-yloxy)pyridin-2-ylamino)-1,2,4-thiadiazol-3-yl)propane-1,2-diol hydrochloride). The yield is 89.6%. As a reaction SMILES: [N:1]1[CH:6]=[CH:5][CH:4]=[CH:3][C:2]=1[S:7][C:8]1[CH:9]=[C:10]([O:29][C:30]2[C:31]([CH3:37])=[N:32][N:33]([CH3:36])[C:34]=2[CH3:35])[C:11]([NH:14][C:15]2[S:19][N:18]=[C:17]([C@H:20]3[C:24]([CH3:26])([CH3:25])[O:23]C(C)(C)[O:21]3)[N:16]=2)=[N:12][CH:13]=1.[ClH:38]>C(O)C>[ClH:38].[CH3:26][C:24]([OH:23])([CH3:25])[C@H:20]([C:17]1[N:16]=[C:15]([NH:14][C:11]2[C:10]([O:29][C:30]3[C:31]([CH3:37])=[N:32][N:33]([CH3:36])[C:34]=3[CH3:35])=[CH:9][C:8]([S:7][C:2]3[CH:3]=[CH:4][CH:5]=[CH:6][N:1]=3)=[CH:13][N:12]=2)[S:19][N:18]=1)[OH:21] |f:3.4|. Procedure: A flask was charged with (S)-N-(5-(pyridin-2-ylthio)-3-(1,3,5-trimethyl-1H-pyrazol-4-yloxy)pyridin-2-yl)-3-(2,2,5,5-tetramethyl-1,3-dioxolane-4-yl)-1,2,4-thiadiazol-5-amine (0.233 g, 0.432 mmol), ethanol (10 mL), and 3M HCl (0.288 ml, 0.863 mmol). The reaction was heated to 75° C. for 1 hour and then concentrated in vacuo. Ether was added to the residue and the mixture was stirred for 2 minutes to precipitate the product. The mixture was decanted and the resulting solids were dried in vacuo to a...